The task is: describe an organic reaction: reactants, conditions, products, and yield. This data is from the Open Reaction Database (ORD), a public repository of structured organic reaction records. The reactants are CC=1OCCN1 (2-methyl-2-oxazoline), SC1=CC=C(C=C1)O (4-mercaptophenol). Conditions: temperature 130 celsius. Yields the product CC(=O)NCCSC1=CC=C(C=C1)O (N-AC-4-S-CAP). The yield is 87.0%. RXN SMILES: [CH3:1][C:2]1[O:3][CH2:4][CH2:5][N:6]=1.[SH:7][C:8]1[CH:13]=[CH:12][C:11]([OH:14])=[CH:10][CH:9]=1>>[CH3:1][C:2]([NH:6][CH2:5][CH2:4][S:7][C:8]1[CH:13]=[CH:12][C:11]([OH:14])=[CH:10][CH:9]=1)=[O:3]. Reported procedure: A mixture of 2-methyl-2-oxazoline (16.9 mL, 0.197 mol) and 4-mercaptophenol (24.85 g, 0.197 mol) was heated under reflux (neat) for 2 h at about 130° C. under Ar (spontaneous heating occurred upon mixing). Upon cooling of the reaction mixture to 0° C., a white solid precipitated, which was collected and recrystallized from dilute EtOH to give a white product (36.2 g, 87%): mp 123°-125° C.; 1H NMR [(CD3)2 =O]δ6.99 (d,d, 4 H) , 3.50-2.60 (m, 5 H), 1.87 (s, 3 H); mass spectrum (EI) , m/e 211 (M+), ... Reactants: CC1(c2ncccc2Cl)C=CC(=O)CC1, [H][H], CN(C)C=O. The product is CC1(c2ncccc2Cl)CCC(=O)CC1. RXN SMILES: [Cl:1][c:2]1[c:3]([C:8]2([CH3:15])[CH:9]=[CH:10][C:11](=[O:14])[CH2:12][CH2:13]2)[n:4][cH:5][cH:6][cH:7]1.[H:16][H:17].[O:18]=[CH:19][N:20]([CH3:21])[CH3:22]>>[Cl:1][c:2]1[c:3]([C:8]2([CH3:15])[CH2:9][CH2:10][C:11](=[O:14])[CH2:12][CH2:13]2)[n:4][cH:5][cH:6][cH:7]1. Reaction SMILES: [CH3:37][C:38]#[N:39].[Cl-:12].[Cl:13][c:14]1[c:15]([C:16](=[O:17])[O:18][CH3:19])[cH:20][cH:21][c:22]([S:26](=[O:27])(=[O:28])[CH3:29])[c:23]1[CH:24]=[O:25].[ClH:30].[Na+:11].[Na+:35].[Na+:7].[Na+:8].[OH2:1].[OH2:36].[OH:9][OH:10].[P:2]([O-:3])([O-:4])([OH:5])=[O:6].[S:31](=[O:32])([O-:33])[OH:34]>>[Cl:13][c:14]1[c:15]([C:16](=[O:17])[O:18][CH3:19])[cH:20][cH:21][c:22]([S:26](=[O:27])(=[O:28])[CH3:29])[c:23]1[C:24](=[O:25])[OH:32]. Yields the product COC(=O)c1ccc(S(C)(=O)=O)c(C(=O)O)c1Cl. Starting materials: CC#N, [Cl-], COC(=O)c1ccc(S(C)(=O)=O)c(C=O)c1Cl, Cl, [Na+], [Na+], [Na+], [Na+], O, O, OO, O=P([O-])([O-])O, O=S([O-])O. Starting materials: N(C(=N)N)C=1SC=C(N1)C1CC(CC1)N (2-guanidino-4-(3-aminocyclopentyl)thiazole), CN=C=S (methyl isothiocyanate). Run in C(C)O (ethanol). Yields the product N(C(=N)N)C=1SC=C(N1)C1CC(CC1)NC(=S)NC (2-guanidino-4-[3-(3-methylthioureido)cyclopentyl]thiazole). RXN SMILES: [NH:1]([C:5]1[S:6][CH:7]=[C:8]([CH:10]2[CH2:14][CH2:13][CH:12]([NH2:15])[CH2:11]2)[N:9]=1)[C:2]([NH2:4])=[NH:3].[CH3:16][N:17]=[C:18]=[S:19]>C(O)C>[NH:1]([C:5]1[S:6][CH:7]=[C:8]([CH:10]2[CH2:14][CH2:13][CH:12]([NH:15][C:18]([NH:17][CH3:16])=[S:19])[CH2:11]2)[N:9]=1)[C:2]([NH2:4])=[NH:3]. Procedure: To a solution of 2-guanidino-4-(3-aminocyclopentyl)thiazole (0.3 g.) in ethanol (5 ml.) was added methyl isothiocyanate (0.15 g.) and the mixture heated under reflux for 1 hour. The reaction mixture was evaporated to dryness and the residue subjected to preparative thin layer chromatography on silica gel GF plates (Uniplate, Analtech Inc., Delaware, U.S.A.) using chloroform/methanol/aqueous ammonia (s.g. 0.88) 135:15:1 v/v/v for development. The appropriate region of the chromatogram was eluted ... Reactants: CC(C)(C)OC(=O)NC1(c2ccc(-c3c(-c4ccccc4)oc4cc(Br)ccc4c3=O)cc2)CCC1, COCCOC, [Na+], [Na+], O=C([O-])[O-], O, c1ccc(P(c2ccccc2)(c2ccccc2)[Pd](P(c2ccccc2)(c2ccccc2)c2ccccc2)(P(c2ccccc2)(c2ccccc2)c2ccccc2)P(c2ccccc2)(c2ccccc2)c2ccccc2)cc1, OB(O)c1ccn[nH]1. Yields the product CC(C)(C)OC(=O)NC1(c2ccc(-c3c(-c4ccccc4)oc4cc(-c5ccn[nH]5)ccc4c3=O)cc2)CCC1. As a reaction SMILES: [C:1]([CH3:2])([CH3:3])([CH3:4])[O:5][C:6]([NH:7][C:8]1([c:12]2[cH:13][cH:14][c:15](-[c:18]3[c:19](-[c:30]4[cH:31][cH:32][cH:33][cH:34][cH:35]4)[o:20][c:21]4[cH:22][c:23]([Br:29])[cH:24][cH:25][c:26]4[c:27]3=[O:28])[cH:16][cH:17]2)[CH2:9][CH2:10][CH2:11]1)=[O:36].[CH3:52][O:53][CH2:54][CH2:55][O:56][CH3:57].[Na+:45].[Na+:46].[O-:47][C:48](=[O:49])[O-:50].[OH2:51].[cH:58]1[cH:59][cH:60][c:61]([P:62]([Pd:63]([P:64]([c:65]2[cH:66][cH:67][cH:68][cH:69][cH:70]2)([c:71]2[cH:72][cH:73][cH:74][cH:75][cH:76]2)[c:77]2[cH:78][cH:79][cH:80][cH:81][cH:82]2)([P:83]([c:84]2[cH:85][cH:86][cH:87][cH:88][cH:89]2)([c:90]2[cH:91][cH:92][cH:93][cH:94][cH:95]2)[c:96]2[cH:97][cH:98][cH:99][cH:100][cH:101]2)[P:102]([c:103]2[cH:104][cH:105][cH:106][cH:107][cH:108]2)([c:109]2[cH:110][cH:111][cH:112][cH:113][cH:114]2)[c:115]2[cH:116][cH:117][cH:118][cH:119][cH:120]2)([c:121]2[cH:122][cH:123][cH:124][cH:125][cH:126]2)[c:127]2[cH:128][cH:129][cH:130][cH:131][cH:132]2)[cH:133][cH:134]1.[nH:37]1[n:38][cH:39][cH:40][c:41]1[B:42]([OH:43])[OH:44]>>[C:1]([CH3:2])([CH3:3])([CH3:4])[O:5][C:6]([NH:7][C:8]1([c:12]2[cH:13][cH:14][c:15](-[c:18]3[c:19](-[c:30]4[cH:31][cH:32][cH:33][cH:34][cH:35]4)[o:20][c:21]4[cH:22][c:23](-[c:41]5[nH:37][n:38][cH:39][cH:40]5)[cH:24][cH:25][c:26]4[c:27]3=[O:28])[cH:16][cH:17]2)[CH2:9][CH2:10][CH2:11]1)=[O:36]. Reactants: C([O-])([O-])=O.[K+].[K+] (Potassium carbonate), C(C)(=O)OC=1C=C(C=CC1)[C@]1([C@H](CN(CC1)C[C@H](C(=O)OC)CC1=CC=CC=C1)C)C (Methyl (αR,3R,4R)-4-(3-acetoxyphenyl)-3,4-dimethyl-α-(phenylmethyl)-1-piperidinepropanoate), O (Water). The solvent is CO (methanol). Reaction conditions: time 2 hour. Yields the product OC=1C=C(C=CC1)[C@]1([C@H](CN(CC1)C[C@H](C(=O)OC)CC1=CC=CC=C1)C)C (methyl(αR,3R,4R)-4-(3-hydroxyphenyl)-3,4-dimethyl-α-(phenylmethyl)-1-piperidinepropanoate). Yield: 52.4%. RXN SMILES: C(=O)([O-])[O-].[K+].[K+].C([O:10][C:11]1[CH:12]=[C:13]([C@:17]2([CH3:37])[CH2:22][CH2:21][N:20]([CH2:23][C@@H:24]([CH2:29][C:30]3[CH:35]=[CH:34][CH:33]=[CH:32][CH:31]=3)[C:25]([O:27][CH3:28])=[O:26])[CH2:19][C@@H:18]2[CH3:36])[CH:14]=[CH:15][CH:16]=1)(=O)C.O>CO>[OH:10][C:11]1[CH:12]=[C:13]([C@:17]2([CH3:37])[CH2:22][CH2:21][N:20]([CH2:23][C@@H:24]([CH2:29][C:30]3[CH:31]=[CH:32][CH:33]=[CH:34][CH:35]=3)[C:25]([O:27][CH3:28])=[O:26])[CH2:19][C@@H:18]2[CH3:36])[CH:14]=[CH:15][CH:16]=1 |f:0.1.2|. Reported procedure: Potassium carbonate (0.156 g, 0.001 mol, 3 eq) was added to a solution of 5b (0.160 g, 0.0003 mol, 1 eq) in methanol (15 mL). The suspension was stirred under nitrogen for 2 h. Water (50 mL) was added and the suspension was extracted with ethyl acetate (100 mL). The organic solution was washed with brine (50 mL), separated and dried over sodium sulfate. Evaporation of the solvent afforded the methyl ester 6b as a solid (0.060 g, 41% yield). Rf 0.30 (hexane/EtOAc=8:2). 1H NMR δ (CDCl3) 0.73 (d, 3... Reactants: compound 116, N(=[N+]=[N-])C=1C=CC(=C(C1)C(=O)C1=C(C=C(C=C1)NC1=C(C=CC=C1)C)Cl)C ((5-Azido-2-methyl-phenyl)-(2-chloro-4-o-tolylamino-phenyl)-methanone), C(CC#C)O (but-3-yn-1-ol). Product: ClC1=C(C=CC(=C1)NC1=C(C=CC=C1)C)C(=O)C1=C(C=CC(=C1)N1N=NC(=C1)CCO)C ((2-Chloro-4-o-tolylamino-phenyl)-{5-[4-(2-hydroxy-ethyl)-[1,2,3]triazol-1-yl]-2-methyl-phenyl}-methanone). RXN SMILES: [N:1]([C:4]1[CH:5]=[CH:6][C:7]([CH3:27])=[C:8]([C:10]([C:12]2[CH:17]=[CH:16][C:15]([NH:18][C:19]3[CH:24]=[CH:23][CH:22]=[CH:21][C:20]=3[CH3:25])=[CH:14][C:13]=2[Cl:26])=[O:11])[CH:9]=1)=[N+:2]=[N-:3].[CH2:28]([OH:32])[CH2:29][C:30]#[CH:31]>>[Cl:26][C:13]1[CH:14]=[C:15]([NH:18][C:19]2[CH:24]=[CH:23][CH:22]=[CH:21][C:20]=2[CH3:25])[CH:16]=[CH:17][C:12]=1[C:10]([C:8]1[CH:9]=[C:4]([N:1]2[CH:31]=[C:30]([CH2:29][CH2:28][OH:32])[N:3]=[N:2]2)[CH:5]=[CH:6][C:7]=1[CH3:27])=[O:11]. Procedure: The reaction was carried out similarly as described in the preparation of compound 116, using compound 419 (0.40 mmol) and but-3-yn-1-ol (0.40 mmol). The crude product was purified by continuous gradient flash chromatography using EtOAc/petroleum ether (40-60) 20:80 to 0:100 as the eluent to afford the title compound as light yellow foam.